Task: describe an organic reaction: reactants, conditions, products, and yield. Dataset: the Open Reaction Database (ORD), a public repository of structured organic reaction records Starting materials: COC(=O)c1ccc(Cl)c(C(C)C(O)(c2cncc(C)n2)C(F)(F)F)c1, CO, [Na+], [OH-]. Product: Cc1cncc(C(O)(C(C)c2cc(C(=O)O)ccc2Cl)C(F)(F)F)n1. As a reaction SMILES: [CH3:1][O:2][C:3]([c:4]1[cH:5][c:6]([CH:11]([C:12]([C:13]([F:14])([F:15])[F:16])([c:17]2[n:18][c:19]([CH3:23])[cH:20][n:21][cH:22]2)[OH:24])[CH3:25])[c:7]([Cl:10])[cH:8][cH:9]1)=[O:26].[CH3:29][OH:30].[Na+:28].[OH-:27]>>[O:2]=[C:3]([c:4]1[cH:5][c:6]([CH:11]([C:12]([C:13]([F:14])([F:15])[F:16])([c:17]2[n:18][c:19]([CH3:23])[cH:20][n:21][cH:22]2)[OH:24])[CH3:25])[c:7]([Cl:10])[cH:8][cH:9]1)[OH:26]. Reported procedure: 6,7-Dimethoxy-4-(4-aminophenoxy)quinoline (100 mg) was dissolved in toluene (10 ml) with heat, 2,5-difluorophenyl isocyanate (120 μl) was added, and the admixture was refluxed with heat for 30 minutes. The separated crystals were filtered and then washed with toluene to obtain 132 mg of the title compound (yield: 87%). The solvent is C1(=CC=CC=C1)C (toluene). Product: FC1=C(C=C(C=C1)F)NC(=O)NC1=CC=C(C=C1)OC1=CC=NC2=CC(=C(C=C12)OC)OC (N-(2,5-Difluorophenyl)-N'-{4-[(6,7-dimethoxy-4-quinolyl)oxy]phenyl}urea). Isolated yield 87.0%. Starting materials: COC=1C=C2C(=CC=NC2=CC1OC)OC1=CC=C(C=C1)N (6,7-Dimethoxy-4-(4-aminophenoxy)quinoline), FC1=C(C=C(C=C1)F)N=C=O (2,5-difluorophenyl isocyanate). Reaction SMILES: [CH3:1][O:2][C:3]1[CH:4]=[C:5]2[C:10](=[CH:11][C:12]=1[O:13][CH3:14])[N:9]=[CH:8][CH:7]=[C:6]2[O:15][C:16]1[CH:21]=[CH:20][C:19]([NH2:22])=[CH:18][CH:17]=1.[F:23][C:24]1[CH:29]=[CH:28][C:27]([F:30])=[CH:26][C:25]=1[N:31]=[C:32]=[O:33]>C1(C)C=CC=CC=1>[F:23][C:24]1[CH:29]=[CH:28][C:27]([F:30])=[CH:26][C:25]=1[NH:31][C:32]([NH:22][C:19]1[CH:18]=[CH:17][C:16]([O:15][C:6]2[C:5]3[C:10](=[CH:11][C:12]([O:13][CH3:14])=[C:3]([O:2][CH3:1])[CH:4]=3)[N:9]=[CH:8][CH:7]=2)=[CH:21][CH:20]=1)=[O:33]. Yields the product COC(=O)\C(\CC(=O)O)=C\C1=CC(=CC=C1)C ((E)-3-Methoxycarbonyl-4-(3-methylphenyl)-3-butenoic acid). Procedure details: To a solution of sodium methoxide (1.4 g) in methanol (20 ml}was added a mixture of 3-methylbenzaldehyde (2.4 g) and dimethyl succinate (3.5 g) and the mixture was refluxed for 3 hours. After the reaction mixture was concentrated in vacuo, water was added to the resulting residue and the mixture was washed with diethyl ether. The aqueous layer was acidified with hydrochloric acid and extracted with diethyl ether. The organic layer was washed with brine and dried over MgSO4. The solvent was evapo... Starting materials: CC=1C=C(C=O)C=CC1 (3-methylbenzaldehyde), C(CCC(=O)OC)(=O)OC (dimethyl succinate), C[O-].[Na+] (sodium methoxide). Solvent: CO (methanol). As a reaction SMILES: C[O-].[Na+].[CH3:4][C:5]1[CH:6]=[C:7]([CH:10]=[CH:11][CH:12]=1)[CH:8]=O.[C:13]([O:21]C)(=[O:20])[CH2:14][CH2:15][C:16]([O:18][CH3:19])=[O:17]>CO>[CH3:19][O:18][C:16](/[C:15](=[CH:8]/[C:7]1[CH:10]=[CH:11][CH:12]=[C:5]([CH3:4])[CH:6]=1)/[CH2:14][C:13]([OH:21])=[O:20])=[O:17] |f:0.1|.